Dataset: the Open Reaction Database (ORD), a public repository of structured organic reaction records. Task: describe an organic reaction: reactants, conditions, products, and yield The product is CCCOc1ccc(F)c2c(=O)c(-c3ccc(OC)cc3)cn(CCSCCC(=O)O)c12. Reaction SMILES: [CH3:38][C:39]#[N:40].[F:5][c:6]1[c:7]2[c:8](=[O:37])[c:9](-[c:29]3[cH:30][cH:31][c:32]([O:35][CH3:36])[cH:33][cH:34]3)[cH:10][n:11]([CH2:20][CH2:21][S:22][CH2:23][CH2:24][C:25](=[O:26])[O:27][CH3:28])[c:12]2[c:13]([O:16][CH2:17][CH2:18][CH3:19])[cH:14][cH:15]1.[Li+:3].[OH-:2].[OH2:1].[OH2:4]>>[F:5][c:6]1[c:7]2[c:8](=[O:37])[c:9](-[c:29]3[cH:30][cH:31][c:32]([O:35][CH3:36])[cH:33][cH:34]3)[cH:10][n:11]([CH2:20][CH2:21][S:22][CH2:23][CH2:24][C:25](=[O:26])[OH:27])[c:12]2[c:13]([O:16][CH2:17][CH2:18][CH3:19])[cH:14][cH:15]1. The reactants are CC#N, CCCOc1ccc(F)c2c(=O)c(-c3ccc(OC)cc3)cn(CCSCCC(=O)OC)c12, [Li+], [OH-], O, O. Reactants: CNCCC[Si](OC)(OC)OC (N-methyl-(3-(trimethoxysilyl)propyl)amine), C1(CCCCC1)N=C=NC1CCCCC1 (dicyclohexylcarbodiimide), N=C=N (carbodiimide). Reaction conditions: time 2 hour. The product is C1(CCCCC1)N=C(N(CCC[Si](OC)(OC)OC)C)NC1CCCCC1 (2,3-dicyclohexyl-1-methyl-1-(3-(trimethoxysilyl)propyl)guanidine). RXN SMILES: [CH3:1][NH:2][CH2:3][CH2:4][CH2:5][Si:6]([O:11][CH3:12])([O:9][CH3:10])[O:7][CH3:8].[CH:13]1([N:19]=[C:20]=[N:21][CH:22]2[CH2:27][CH2:26][CH2:25][CH2:24][CH2:23]2)[CH2:18][CH2:17][CH2:16][CH2:15][CH2:14]1.N=C=N>>[CH:22]1([N:21]=[C:20]([NH:19][CH:13]2[CH2:14][CH2:15][CH2:16][CH2:17][CH2:18]2)[N:2]([CH3:1])[CH2:3][CH2:4][CH2:5][Si:6]([O:11][CH3:12])([O:7][CH3:8])[O:9][CH3:10])[CH2:27][CH2:26][CH2:25][CH2:24][CH2:23]1. Procedure: A mixture of 23.23 g of N-methyl-(3-(trimethoxysilyl)propyl)amine (0.12 mol, 20% excess) and of 20.65 g of dicyclohexylcarbodiimide (0.1 mol) was heated for 6 h at 100° C. (carbodiimide conversion of 94%). The final colorless mixture was devolatilized at 100° C. under 2 mbar for 2 h to give 41.3 g of a colorless, moderately viscous liquid corresponding to the expected guanidine, containing 6% of the initial amine. Yields the product CC1CCCC(C)N1Cc1ccc(COc2cccc3c2CN(C2CCC(=O)NC2=O)C3=O)cc1. Reaction SMILES: [CH2:44]1[O:45][CH2:46][CH2:47][CH2:48]1.[CH3:38][C:39]([CH3:40])([O-:41])[CH3:42].[K+:43].[NH2:1][C:2]([CH:3]([CH2:4][CH2:5][C:6](=[O:7])[O:8][CH3:9])[N:10]1[C:11](=[O:36])[c:12]2[cH:13][cH:14][cH:15][c:16]([O:19][CH2:20][c:21]3[cH:22][cH:23][c:24]([CH2:27][N:28]4[CH:29]([CH3:35])[CH2:30][CH2:31][CH2:32][CH:33]4[CH3:34])[cH:25][cH:26]3)[c:17]2[CH2:18]1)=[O:37]>>[NH:1]1[C:2](=[O:37])[CH:3]([N:10]2[C:11](=[O:36])[c:12]3[cH:13][cH:14][cH:15][c:16]([O:19][CH2:20][c:21]4[cH:22][cH:23][c:24]([CH2:27][N:28]5[CH:29]([CH3:35])[CH2:30][CH2:31][CH2:32][CH:33]5[CH3:34])[cH:25][cH:26]4)[c:17]3[CH2:18]2)[CH2:4][CH2:5][C:6]1=[O:7]. The reactants are C1CCOC1, CC(C)(C)[O-], [K+], COC(=O)CCC(C(N)=O)N1Cc2c(OCc3ccc(CN4C(C)CCCC4C)cc3)cccc2C1=O.